This data is from the Open Reaction Database (ORD), a public repository of structured organic reaction records. The task is: describe an organic reaction: reactants, conditions, products, and yield Starting materials: O=C([O-])[O-], COS(=O)(=O)OC, CC(C)=O, [K+], [K+], O=C(O)c1ccc([N+](=O)[O-])cc1O. The product is COC(=O)c1ccc([N+](=O)[O-])cc1O. RXN SMILES: [C:21](=[O:22])([O-:23])[O-:24].[CH3:14][O:15][S:16]([O:17][CH3:18])(=[O:19])=[O:20].[CH3:27][C:28](=[O:29])[CH3:30].[K+:25].[K+:26].[OH:1][c:2]1[c:3]([C:4](=[O:5])[OH:6])[cH:7][cH:8][c:9]([N+:11](=[O:12])[O-:13])[cH:10]1>>[OH:1][c:2]1[c:3]([C:4]([O:5][CH3:14])=[O:6])[cH:7][cH:8][c:9]([N+:11](=[O:12])[O-:13])[cH:10]1. Starting materials: [BH4-], CO, Cl, [Li+], C1CCOC1, CCOC(=O)CC1CN=C(c2cc3cccc(NS(=O)(=O)c4cccs4)c3[nH]2)S1. The product is O=S(=O)(Nc1cccc2cc(C3=NCC(CCO)S3)[nH]c12)c1cccs1. RXN SMILES: [BH4-:30].[CH3:38][OH:39].[ClH:37].[Li+:31].[O:32]1[CH2:33][CH2:34][CH2:35][CH2:36]1.[s:1]1[c:2]([S:6](=[O:7])(=[O:8])[NH:9][c:10]2[cH:11][cH:12][cH:13][c:14]3[cH:15][c:16]([C:19]4=[N:23][CH2:22][CH:21]([CH2:24][C:25](=[O:26])[O:27][CH2:28][CH3:29])[S:20]4)[nH:17][c:18]23)[cH:3][cH:4][cH:5]1>>[s:1]1[c:2]([S:6](=[O:7])(=[O:8])[NH:9][c:10]2[cH:11][cH:12][cH:13][c:14]3[cH:15][c:16]([C:19]4=[N:23][CH2:22][CH:21]([CH2:24][CH2:25][OH:26])[S:20]4)[nH:17][c:18]23)[cH:3][cH:4][cH:5]1. Reactants: CC(=O)NC1=CC=C(C=C1)N (4-aminoacetanilide), B(=O)O[O-].[Na+] (sodium perborate), B(O)(O)O (boric acid). Run in C(C)(=O)O (acetic acid). Conditions: time 5 minute. The product is N(C(=O)C)C1=CC=C(C=C1)N=NC1=CC=C(C=C1)NC(=O)C (4,4'-diacetamino-azobenzene). RXN SMILES: [CH3:1][C:2]([NH:4][C:5]1[CH:10]=[CH:9][C:8]([NH2:11])=[CH:7][CH:6]=1)=[O:3].B(O[O-])=O.[Na+].B(O)(O)O>C(O)(=O)C>[NH:4]([C:5]1[CH:10]=[CH:9][C:8]([N:11]=[N:11][C:8]2[CH:7]=[CH:6][C:5]([NH:4][C:2]([CH3:1])=[O:3])=[CH:10][CH:9]=2)=[CH:7][CH:6]=1)[C:2]([CH3:1])=[O:3] |f:1.2|. Procedure details: 69 parts of 82% pure 4-aminoacetanilide, 80 parts of sodium perborate and 20 parts of boric acid in 1,000 parts by volume of glacial acetic acid are stirred at room temperature. After 5 minutes, a violet solution is produced, which is heated to 60°. At this temperature, an exothermic reaction takes place, and the temperature rises, without heating, to 70°. A beige precipitate separates out. The suspension thus obtained is stirred for a further 6 hours at 60° and is then cooled to 20° and filtere... Starting materials: C(C=C)(=O)N.CC(=O)C.CC(=O)C (diacetone acrylamide), Cl.NO (hydroxylamine hydrochloride), C([O-])([O-])=O.[K+].[K+] (potassium carbonate). Solvent: O (water), O (water). The product is C(C=C)(N)=NO.CC(=O)C.CC(=O)C (diacetone acrylamide oxime). Isolated yield 82.0%. Reaction SMILES: [C:1]([NH2:5])(=O)[CH:2]=[CH2:3].[CH3:6][C:7]([CH3:9])=[O:8].[CH3:10][C:11]([CH3:13])=[O:12].Cl.[NH2:15][OH:16].C(=O)([O-])[O-].[K+].[K+]>O>[C:1](=[N:15][OH:16])([NH2:5])[CH:2]=[CH2:3].[CH3:6][C:7]([CH3:9])=[O:8].[CH3:10][C:11]([CH3:13])=[O:12] |f:0.1.2,3.4,5.6.7,9.10.11|. Procedure details: To a solution of 408 g. (2.4 moles) of diacetone acrylamide ##STR12## and 200 g. (2.88 moles; 20% molar excess) of hydroxylamine hydrochloride in 1.5 l. of distilled water was added a solution of 200 g. (1.44 moles) of potassium carbonate in 250 ml. of water at room temperature of about 25° C. over a period of 15 min. A precipitate formed after about 15 minutes. Stirring was continued until a thick paste formed and the mixture was then allowed to stand for another hour. The solid product was iso... Yields the product C12(CC3CC(CC(C1)C3)C2)C(=O)OC[C@]23CCC(C=C2CC[C@H]2[C@@H]1CCC([C@@]1(C)CC[C@H]32)=O)=O (19-(1-adamantanylcarbonyloxy)androst-4-ene-3,17-dione). Procedure details: A solution of 22 g of 19-hydroxyandrost-4-ene-3,17-dione, 18 g of 1-adamantanecarboxylic acid chloride, and 29 ml of pyridine in 2.2 liters of toluene is refluxed overnight. The reaction mixture is cooled, and the toluene layer is washed with water, dried over magnesium sulfate and filtered then the solvent is removed. The resulting residue is crystallized from methanol to give 19-(1-adamantanylcarbonyloxy)androst-4-ene-3,17-dione, M.P. 161°-163° C. Solvent: C1(=CC=CC=C1)C (toluene). Reaction SMILES: [OH:1][CH2:2][C@@:3]12[C@@H:20]3[C@H:11]([C@H:12]4[C@@:16]([CH2:18][CH2:19]3)([CH3:17])[C:15](=[O:21])[CH2:14][CH2:13]4)[CH2:10][CH2:9][C:8]1=[CH:7][C:6](=[O:22])[CH2:5][CH2:4]2.[C:23]12([C:33](Cl)=[O:34])[CH2:32][CH:27]3[CH2:28][CH:29]([CH2:31][CH:25]([CH2:26]3)[CH2:24]1)[CH2:30]2.N1C=CC=CC=1>C1(C)C=CC=CC=1>[C:23]12([C:33]([O:1][CH2:2][C@@:3]34[C@@H:20]5[C@H:11]([C@H:12]6[C@@:16]([CH2:18][CH2:19]5)([CH3:17])[C:15](=[O:21])[CH2:14][CH2:13]6)[CH2:10][CH2:9][C:8]3=[CH:7][C:6](=[O:22])[CH2:5][CH2:4]4)=[O:34])[CH2:30][CH:29]3[CH2:28][CH:27]([CH2:26][CH:25]([CH2:31]3)[CH2:24]1)[CH2:32]2. Starting materials: OC[C@]12CCC(C=C1CC[C@H]1[C@@H]3CCC([C@@]3(C)CC[C@H]21)=O)=O (19-hydroxyandrost-4-ene-3,17-dione), C12(CC3CC(CC(C1)C3)C2)C(=O)Cl (1-adamantanecarboxylic acid chloride), N1=CC=CC=C1 (pyridine). Starting materials: CC(C)c1ccc(CNc2ccc(C(C)C)cc2)cc1, CC(C)c1cccc(C(C)C)c1N=C=O. Yields the product CC(C)c1ccc(CN(C(=O)Nc2c(C(C)C)cccc2C(C)C)c2ccc(C(C)C)cc2)cc1. As a reaction SMILES: [CH:1]([CH3:2])([CH3:3])[c:4]1[cH:5][cH:6][c:7]([NH:10][CH2:11][c:12]2[cH:13][cH:14][c:15]([CH:18]([CH3:19])[CH3:20])[cH:16][cH:17]2)[cH:8][cH:9]1.[CH:21]([CH3:22])([CH3:23])[c:24]1[c:25]([N:33]=[C:34]=[O:35])[c:26]([CH:30]([CH3:31])[CH3:32])[cH:27][cH:28][cH:29]1>>[CH:1]([CH3:2])([CH3:3])[c:4]1[cH:5][cH:6][c:7]([N:10]([CH2:11][c:12]2[cH:13][cH:14][c:15]([CH:18]([CH3:19])[CH3:20])[cH:16][cH:17]2)[C:34]([NH:33][c:25]2[c:24]([CH:21]([CH3:22])[CH3:23])[cH:29][cH:28][cH:27][c:26]2[CH:30]([CH3:31])[CH3:32])=[O:35])[cH:8][cH:9]1. Starting materials: OCCCCCCCBr, CN, C1COCCO1. The product is Br, CNCCCCCCCO. RXN SMILES: [Br:1][CH2:2][CH2:3][CH2:4][CH2:5][CH2:6][CH2:7][CH2:8][OH:9].[CH3:10][NH2:11].[O:12]1[CH2:13][CH2:14][O:15][CH2:16][CH2:17]1>>[BrH:1].[CH2:2]([CH2:3][CH2:4][CH2:5][CH2:6][CH2:7][CH2:8][OH:9])[NH:11][CH3:10]. Reaction SMILES: [C:1]([CH3:2])([CH3:3])([CH3:4])[O:5][C:6](=[O:7])[NH:8][CH:9]([CH:10]1[CH2:11][O:12]1)[CH2:13][c:14]1[cH:15][cH:16][cH:17][cH:18][cH:19]1.[CH3:33][CH2:34][OH:35].[OH:20][C:21]([CH2:22][C:23]([C:24](=[O:25])[OH:26])([CH2:27][C:28](=[O:29])[OH:30])[OH:31])=[O:32]>>[O:5]1[C:6](=[O:7])[NH:8][CH:9]([CH2:13][c:14]2[cH:15][cH:16][cH:17][cH:18][cH:19]2)[CH:10]1[CH2:11][OH:12]. Product: O=C1NC(Cc2ccccc2)C(CO)O1. Reactants: CC(C)(C)OC(=O)NC(Cc1ccccc1)C1CO1, CCO, O=C(O)CC(O)(CC(=O)O)C(=O)O. The reactants are COCCO (methyl glycol), COC(C1=CC(=C(C(=C1)Cl)O)Cl)=O (3,5-dichloro-4-hydroxybenzoic acid methyl ester), [OH-].[Na+] (sodium hydroxide), BrCC1=C(C(=C(C(=C1Br)Br)Br)CBr)Br (1,3-bis-(bromomethyl)-2,4,5,6-tetrabromobenzene), O (water). Product: C(=O)(OC)C1=CC(=C(OCC2=C(C(=C(C(=C2Br)Br)Br)COC2=C(C=C(C=C2Cl)C(=O)OC)Cl)Br)C(=C1)Cl)Cl (1,3-bis-(4-carbomethoxy-2,6-dichlorophenoxymethyl)-2,4,5,6-tetrabromobenzene). RXN SMILES: [CH3:1][O:2][CH2:3][CH2:4]O.[CH3:6][O:7][C:8](=[O:18])[C:9]1[CH:14]=[C:13]([Cl:15])[C:12]([OH:16])=[C:11]([Cl:17])[CH:10]=1.[OH-:19].[Na+].Br[CH2:22][C:23]1[C:28]([Br:29])=[C:27]([Br:30])[C:26]([Br:31])=[C:25]([CH2:32]Br)[C:24]=1[Br:34].[OH2:35]>>[C:8]([C:9]1[CH:10]=[C:11]([Cl:17])[C:12]([O:16][CH2:22][C:23]2[C:28]([Br:29])=[C:27]([Br:30])[C:26]([Br:31])=[C:25]([CH2:32][O:19][C:12]3[C:13]([Cl:15])=[CH:14][C:4]([C:3]([O:2][CH3:1])=[O:35])=[CH:10][C:11]=3[Cl:17])[C:24]=2[Br:34])=[C:13]([Cl:15])[CH:14]=1)([O:7][CH3:6])=[O:18] |f:2.3|. Reported procedure: In a four-liter reaction vessel, 3 liters of methyl glycol (B.P. 122°-126° C.), 221 g (1 mole) of 3,5-dichloro-4-hydroxybenzoic acid methyl ester, 40 g (1 mole) of sodium hydroxide in 40 ml of water, and 289.8 g (0.5 mole) of 1,3-bis-(bromomethyl)-2,4,5,6-tetrabromobenzene were reacted and worked up in the manner described in Example 46.